From a dataset of the Open Reaction Database (ORD), a public repository of structured organic reaction records. describe an organic reaction: reactants, conditions, products, and yield Reactants: C1OC=2C=C(C=CC2OC1)NC1=NC=C(C(=N1)NC1=CC2=C(C=C1)OCCO2)C2=CC=CC=C2 (N2,N4-bis(3,4-ethylenedioxyphenyl)-5-phenyl-2,4-pyrimidinediamine), C1OC=2C=C(C=CC2OC1)NC1=NC=C(C(=N1)NC1=CC2=C(C=C1)OCCO2)Br (N2,N4-bis(3,4-ethylenedioxyphenyl)-5-bromo-2,4-pyrimidinediamine), ClC1=CC=C(C=C1)B(O)O (4-chlorophenylboronic acid). The product is C1OC=2C=C(C=CC2OC1)NC1=NC=C(C(=N1)NC1=CC2=C(C=C1)OCCO2)C2=CC=C(C=C2)Cl (N2,N4-bis(3,4-ethylenedioxyphenyl)-5-(4-chlorophenyl)-2,4-pyrimidinediamine). Reaction SMILES: [CH2:1]1[CH2:10][O:9][C:8]2[CH:7]=[CH:6][C:5]([NH:11][C:12]3[N:17]=[C:16]([NH:18][C:19]4[CH:24]=[CH:23][C:22]5[O:25][CH2:26][CH2:27][O:28][C:21]=5[CH:20]=4)[C:15]([C:29]4[CH:34]=[CH:33][CH:32]=[CH:31][CH:30]=4)=[CH:14][N:13]=3)=[CH:4][C:3]=2[O:2]1.C1COC2C=CC(NC3N=C(NC4C=CC5OCCOC=5C=4)C(Br)=CN=3)=CC=2O1.[Cl:64]C1C=CC(B(O)O)=CC=1>>[CH2:1]1[CH2:10][O:9][C:8]2[CH:7]=[CH:6][C:5]([NH:11][C:12]3[N:17]=[C:16]([NH:18][C:19]4[CH:24]=[CH:23][C:22]5[O:25][CH2:26][CH2:27][O:28][C:21]=5[CH:20]=4)[C:15]([C:29]4[CH:34]=[CH:33][C:32]([Cl:64])=[CH:31][CH:30]=4)=[CH:14][N:13]=3)=[CH:4][C:3]=2[O:2]1. Procedure details: In a manner similar to the preparation of N2,N4-bis(3,4-ethylenedioxyphenyl)-5-phenyl-2,4-pyrimidinediamine, N2,N4-bis(3,4-ethylenedioxyphenyl)-5-bromo-2,4-pyrimidinediamine and 4-chlorophenylboronic acid were reacted to yield N2,N4-bis(3,4-ethylenedioxyphenyl)-5-(4-chlorophenyl)-2,4-pyrimidinediamine. 1H NMR (DMSO-d6): δ 8.99 (bs, 1H), 8.05 (bs, 1H), 7.85 (s, 1H), 7.50–7.42 (m, 4H), 7.23 (bs, 1H), 7.10 (dd, 1H, J=2.4 and 8.7 Hz), 7.06 (t, 1H, J=2.4 Hz), 7.00–6.94 (m, 1H), 6.73 (d, 1H, J=8.7 Hz)... The reactants are ClCc1ccc(Cl)nc1, O=C(c1ccc(O)cc1F)N1CCCC1CN1CCCC1. Yields the product O=C(c1ccc(OCc2ccc(Cl)nc2)cc1F)N1CCCC1CN1CCCC1. RXN SMILES: [Cl:22][c:23]1[n:24][cH:25][c:26]([CH2:29][Cl:30])[cH:27][cH:28]1.[F:1][c:2]1[c:3]([C:9](=[O:10])[N:11]2[CH:12]([CH2:16][N:17]3[CH2:18][CH2:19][CH2:20][CH2:21]3)[CH2:13][CH2:14][CH2:15]2)[cH:4][cH:5][c:6]([OH:8])[cH:7]1>>[F:1][c:2]1[c:3]([C:9](=[O:10])[N:11]2[CH:12]([CH2:16][N:17]3[CH2:18][CH2:19][CH2:20][CH2:21]3)[CH2:13][CH2:14][CH2:15]2)[cH:4][cH:5][c:6]([O:8][CH2:29][c:26]2[cH:25][n:24][c:23]([Cl:22])[cH:28][cH:27]2)[cH:7]1.